The task is: describe an organic reaction: reactants, conditions, products, and yield. This data is from the Open Reaction Database (ORD), a public repository of structured organic reaction records. Starting materials: BrBr (Br2), OC1=CC=C(C2=CC=CC=C12)NS(=O)(=O)C=1SC=CC1 (N-(4-hydroxynaphthalen-1-yl)thiophene-2-sulfonamide), TEA. Run in C(C)(=O)OCC (ethyl acetate), CN(C)C=O (DMF). Run at time 1 hour. Yields the product BrC=1C=C(C2=CC=CC=C2C1O)NS(=O)(=O)C=1SC=CC1 (N-(3-bromo-4-hydroxynaphthalen-1-yl)thiophene-2-sulfonamide). Yield: 36.4%. Reaction SMILES: [OH:1][C:2]1[C:11]2[C:6](=[CH:7][CH:8]=[CH:9][CH:10]=2)[C:5]([NH:12][S:13]([C:16]2[S:17][CH:18]=[CH:19][CH:20]=2)(=[O:15])=[O:14])=[CH:4][CH:3]=1.[Br:21]Br>CN(C=O)C.C(OCC)(=O)C>[Br:21][C:3]1[CH:4]=[C:5]([NH:12][S:13]([C:16]2[S:17][CH:18]=[CH:19][CH:20]=2)(=[O:15])=[O:14])[C:6]2[C:11]([C:2]=1[OH:1])=[CH:10][CH:9]=[CH:8][CH:7]=2. Reported procedure: 305.7 mg N-(4-hydroxynaphthalen-1-yl)thiophene-2-sulfonamide (3) was dissolved in 1 ml DMF, to which at 0° C. was added 320 mg Br2 in 1 ml dichloromethylene solution. After stirred at r.t. for 1 h, 558 μl TEA was added at 0° C. The reaction was stirred at r.t. overnight and diluted with ethyl acetate to 50 ml. The organic phase was washed with water and brine. Dried over Na2SO4, the organic phase was filtered and concentrated. The crude product was purified via flash chromatography (Hex/EtOAc gr...